Dataset: the Open Reaction Database (ORD), a public repository of structured organic reaction records. Task: describe an organic reaction: reactants, conditions, products, and yield Starting materials: FC1=C(C(=O)Cl)C(=CC(=C1)F)F (2,4,6-trifluoro-benzoyl chloride), CN(C1CC=C(CC1)C=1C=C(C=C(C1)F)N)C (3-(4-dimethylamino-cyclohex-1-enyl)-5-fluoro-phenylamine). Yields the product Cl.CN(C1CC=C(CC1)C=1C=C(C=C(C1)F)NC(C1=C(C=C(C=C1F)F)F)=O)C (N-(3-(4-Dimethylamino-cyclohex-1-enyl)-5-fluoro-phenyl)-2,4,6-trifluoro-benzamide hydrochloride salt). As a reaction SMILES: [F:1][C:2]1[CH:10]=[C:9]([F:11])[CH:8]=[C:7]([F:12])[C:3]=1[C:4]([Cl:6])=[O:5].[CH3:13][N:14]([CH3:29])[CH:15]1[CH2:20][CH2:19][C:18]([C:21]2[CH:22]=[C:23]([NH2:28])[CH:24]=[C:25]([F:27])[CH:26]=2)=[CH:17][CH2:16]1>>[ClH:6].[CH3:13][N:14]([CH3:29])[CH:15]1[CH2:20][CH2:19][C:18]([C:21]2[CH:22]=[C:23]([NH:28][C:4](=[O:5])[C:3]3[C:2]([F:1])=[CH:10][C:9]([F:11])=[CH:8][C:7]=3[F:12])[CH:24]=[C:25]([F:27])[CH:26]=2)=[CH:17][CH2:16]1 |f:2.3|. Procedure details: Using a method similar to example 10, using 2,4,6-trifluoro-benzoyl chloride and 3-(4-dimethylamino-cyclohex-1-enyl)-5-fluoro-phenylamine (isomer 5A, preparation 5) provides the title compound: Free base MS (ES) m/z=393 (M+H)+; 1H NMR of free base (CDCl3): δ 7.68 (s, 1H), 7.42 (d, 1H, J=10 Hz), 7.28 (s, 1H), 6.91 (dd, 1H, J=10 Hz, J=2 Hz), 6.77 (dd, 2H, J=10 Hz, J=10 Hz), 6.11 (bs, 1H), 2.43 (m, 4H), 2.35 (s, 6H), 2.16 (m, 2H), 1.58 (m, 1H).